Dataset: the Open Reaction Database (ORD), a public repository of structured organic reaction records. Task: describe an organic reaction: reactants, conditions, products, and yield The reactants are CO, CI, [K+], [OH-], CCCc1cc(O)nc(S)n1. Product: CCCc1cc(O)nc(SC)n1. Reaction SMILES: [CH3:16][OH:17].[I:14][CH3:15].[K+:2].[OH-:1].[SH:3][c:4]1[n:5][c:6]([CH2:11][CH2:12][CH3:13])[cH:7][c:8]([OH:10])[n:9]1>>[S:3]([c:4]1[n:5][c:6]([CH2:11][CH2:12][CH3:13])[cH:7][c:8]([OH:10])[n:9]1)[CH3:15]. Starting materials: C(CC)OC1=CC=C(C=O)C=C1 (4-propoxybenzaldehyde), CC(=O)C1=CC(=CC(=C1)OC)OC (3,5-dimethoxyacetophenone), [OH-].[Na+] (sodium hydroxide). Solvent: CO (methanol). Reaction conditions: time 2 hour. Product: C(CC)OC1=CC=C(C=C1)\C=C\C(=O)C1=CC(=CC(=C1)OC)OC ((E)-1-(4-propoxyphenyl)-3-(3,5-dimethoxyphenyl)prop-1-en-3-one). The yield is 96.7%. Reaction SMILES: [CH2:1]([O:4][C:5]1[CH:12]=[CH:11][C:8]([CH:9]=O)=[CH:7][CH:6]=1)[CH2:2][CH3:3].[CH3:13][C:14]([C:16]1[CH:21]=[C:20]([O:22][CH3:23])[CH:19]=[C:18]([O:24][CH3:25])[CH:17]=1)=[O:15].[OH-].[Na+]>CO>[CH2:1]([O:4][C:5]1[CH:12]=[CH:11][C:8](/[CH:9]=[CH:13]/[C:14]([C:16]2[CH:17]=[C:18]([O:24][CH3:25])[CH:19]=[C:20]([O:22][CH3:23])[CH:21]=2)=[O:15])=[CH:7][CH:6]=1)[CH2:2][CH3:3] |f:2.3|. Procedure: To a stirred solution of 4-propoxybenzaldehyde (0.5 g, 3.1 mmol) and 3,5-dimethoxyacetophenone (0.55 g, 3.1 mmol) in methanol (10 ml) was added 50% w/v of aqueous sodium hydroxide (2.4 ml, 0.031 mol). The reaction mixture was stirred for 2 h at room temperature and then extracted with ethyl acetate (3×20 ml), the combined organic layers were dried over magnesium sulphate and reduced in vacuo. The product was recrystallised from ethanol to give 0.978 g (93%) of off-white crystals. 1H-NMR (CDC3) δ... The reactants are CCCCCCCCCBr, [H-], Nc1nc(N)c2ncn(C3OC(CO)C(O)C3O)c2n1, [Na+], CN(C)C=O. Product: CCCCCCCCCOC1C(O)C(CO)OC1n1cnc2c(N)nc(N)nc21. As a reaction SMILES: [Br:23][CH2:24][CH2:25][CH2:26][CH2:27][CH2:28][CH2:29][CH2:30][CH2:31][CH3:32].[H-:21].[NH2:1][c:2]1[n:3][c:4]([NH2:20])[c:5]2[n:6][cH:7][n:8]([CH:11]3[CH:12]([OH:13])[CH:14]([OH:15])[CH:16]([CH2:18][OH:19])[O:17]3)[c:9]2[n:10]1.[Na+:22].[O:33]=[CH:34][N:35]([CH3:36])[CH3:37]>>[NH2:1][c:2]1[n:3][c:4]([NH2:20])[c:5]2[n:6][cH:7][n:8]([CH:11]3[CH:12]([O:13][CH2:24][CH2:25][CH2:26][CH2:27][CH2:28][CH2:29][CH2:30][CH2:31][CH3:32])[CH:14]([OH:15])[CH:16]([CH2:18][OH:19])[O:17]3)[c:9]2[n:10]1. Reactants: solution, COC1=C(CCl)C=CC=C1 (2-methoxybenzyl chloride), O1CCOC2=C1C=CC(=C2)C=2C1=C(NC(C2C(=O)OCC)=O)C2=C(O1)C=CC=C2 (ethyl 4-(1,4-benzodioxan-6-yl)-1,2-dihydro-2-oxobenzofuro[3,2-b]pyridine-3-carboxylate). Run in ClCCl (dichloromethane), CN(C)C=O (DMF), C([O-])([O-])=O.[Cs+].[Cs+] (caesium carbonate). Conditions: time 10 hour. Product: O1CCOC2=C1C=CC(=C2)C=2C1=C(N(C(C2C(=O)OCC)=O)CC2=C(C=CC=C2)OC)C2=C(O1)C=CC=C2 (ethyl 4-(1,4-benzodioxan-6-yl)-1,2-dihydro-1-(2-methoxybenzyl)-2-oxobenzofuro[3,2-b]pyridine-3-carboxylate), O1CCOC2=C1C=CC(=C2)C2=C1C(=NC(=C2C(=O)OCC)OCC2=C(C=CC=C2)OC)C2=C(O1)C=CC=C2 (ethyl 4-(1,4-benzodioxan-6-yl)-2-(2-methoxybenzyloxy)benzofuro[3,2-b]pyridine-3-carboxylate). Reaction SMILES: [CH3:1][O:2][C:3]1[CH:10]=[CH:9][CH:8]=[CH:7][C:4]=1[CH2:5]Cl.[O:11]1[C:16]2[CH:17]=[CH:18][C:19]([C:21]3[C:22]4[O:35][C:34]5[CH:36]=[CH:37][CH:38]=[CH:39][C:33]=5[C:23]=4[NH:24][C:25](=[O:32])[C:26]=3[C:27]([O:29][CH2:30][CH3:31])=[O:28])=[CH:20][C:15]=2[O:14][CH2:13][CH2:12]1>ClCCl.CN(C=O)C.C(=O)([O-])[O-].[Cs+].[Cs+]>[O:11]1[C:16]2[CH:17]=[CH:18][C:19]([C:21]3[C:22]4[O:35][C:34]5[CH:36]=[CH:37][CH:38]=[CH:39][C:33]=5[C:23]=4[N:24]([CH2:5][C:4]4[CH:7]=[CH:8][CH:9]=[CH:10][C:3]=4[O:2][CH3:1])[C:25](=[O:32])[C:26]=3[C:27]([O:29][CH2:30][CH3:31])=[O:28])=[CH:20][C:15]=2[O:14][CH2:13][CH2:12]1.[O:11]1[C:16]2[CH:17]=[CH:18][C:19]([C:21]3[C:26]([C:27]([O:29][CH2:30][CH3:31])=[O:28])=[C:25]([O:32][CH2:5][C:4]4[CH:7]=[CH:8][CH:9]=[CH:10][C:3]=4[O:2][CH3:1])[N:24]=[C:23]4[C:33]5[CH:39]=[CH:38][CH:37]=[CH:36][C:34]=5[O:35][C:22]=34)=[CH:20][C:15]=2[O:14][CH2:13][CH2:12]1 |f:4.5.6|. Procedure details: A 50% solution of 1.8 g of 2-methoxybenzyl chloride ("A") in dichloromethane is added to a solution of 2.0 g of ethyl 4-(1,4-benzodioxan-6-yl)-1,2-dihydro-2-oxobenzofuro[3,2-b]pyridine-3-carboxylate (obtainable by reaction of 3-amino-2-(1,4-benzodioxan-6-carbonyl)benzofuran and diethyl malonate in acetone and potassium carbonate, m.p. 255°; 3-amino-2-(1,4-benzodioxan-6-carbonyl)benzofuran is obtainable by reaction of 2-hydroxybenzonitrile and 6-bromoacetyl-1,4-benzodioxane, m.p. 157°) in 15 ml o... Run in O1CCCC1 (tetrahydrofuran), O1CCCC1 (tetrahydrofuran). Yield: 83.5%. The product is BrC1=CC(=C(C(=O)NCC2=C(C=C(C=C2)I)F)C=C1)[N+](=O)[O-] (4-bromo-N-(2-fluoro-4-iodobenzyl)-2-nitrobenzamide). Procedure details: A mixture of 4-bromo-2-nitrobenzoic acid (3.0 g) and N,N'-carbonyldiimidazole (2.37 g) in tetrahydrofuran (30 ml) was stirred at room temperature for 4 hours. To this mixture was added a solution of 2-fluoro-4-iodobenzylamine (3.37 g) in tetrahydrofuran (10 ml), and the resulting mixture was stirred at room temperature overnight. The reaction mixture was poured into a mixture of ethyl acetate and 0.5N hydrochloric acid. The organic layer was separated, washed successively with water, aqueous sod... RXN SMILES: [Br:1][C:2]1[CH:10]=[CH:9][C:5]([C:6]([OH:8])=O)=[C:4]([N+:11]([O-:13])=[O:12])[CH:3]=1.[F:14][C:15]1[CH:22]=[C:21]([I:23])[CH:20]=[CH:19][C:16]=1[CH2:17][NH2:18].C(OCC)(=O)C.Cl>O1CCCC1>[Br:1][C:2]1[CH:10]=[CH:9][C:5]([C:6]([NH:18][CH2:17][C:16]2[CH:19]=[CH:20][C:21]([I:23])=[CH:22][C:15]=2[F:14])=[O:8])=[C:4]([N+:11]([O-:13])=[O:12])[CH:3]=1. Run at time 4 hour. The reactants are FC1=C(CN)C=CC(=C1)I (2-fluoro-4-iodobenzylamine), BrC1=CC(=C(C(=O)O)C=C1)[N+](=O)[O-] (4-bromo-2-nitrobenzoic acid), N,N'-carbonyldiimidazole, C(C)(=O)OCC (ethyl acetate), Cl (hydrochloric acid). Reactants: BrC=1C(=NC(=NC1S(=O)C)N)C=1OC=CC1 (5-bromo-4-furan-2-yl-6-methanesulfinyl-pyrimidin-2-yl-amine), M{81Br} H+, M{79Br} H+, C=1C=CC(=CC1)CCO (phenylethanol), C1CCC2=NCCCN2CC1 (DBU). The solvent is O1CCOCC1 (dioxane). Product: BrC=1C(=NC(=NC1OCCC1=CC=CC=C1)N)C=1OC=CC1 (5-Bromo-4-furan-2-yl-6-phenethyloxy-pyrimidin-2-yl-amine). As a reaction SMILES: [Br:1][C:2]1[C:3]([C:12]2[O:13][CH:14]=[CH:15][CH:16]=2)=[N:4][C:5]([NH2:11])=[N:6][C:7]=1S(C)=O.[CH:17]1[CH:18]=[CH:19][C:20]([CH2:23][CH2:24][OH:25])=[CH:21][CH:22]=1.C1CCN2C(=NCCC2)CC1>O1CCOCC1>[Br:1][C:2]1[C:3]([C:12]2[O:13][CH:14]=[CH:15][CH:16]=2)=[N:4][C:5]([NH2:11])=[N:6][C:7]=1[O:25][CH2:24][CH2:23][C:20]1[CH:21]=[CH:22][CH:17]=[CH:18][CH:19]=1. Reported procedure: From 5-bromo-4-furan-2-yl-6-methanesulfinyl-pyrimidin-2-yl-amine, phenylethanol and DBU in dioxane. ES-MS m/e (%): 362 (M{81Br}+H+, 96), 360 (M{79Br}+H+, 100), 258 ([M{81Br}+H-PhCH═CH2]+, 55), 256 ([M{81Br}+H-PhCH═CH2]+, 52).